From a dataset of the Open Reaction Database (ORD), a public repository of structured organic reaction records. describe an organic reaction: reactants, conditions, products, and yield The reactants are C(CCC)[Li] (n-butyllithium), cuprous bromide, CCCCCC (hexane), BrC1=C(C(=C(C(=C1C)OC)C)C)OC (1-bromo-2,5-dimethoxy-3,4,6-trimethylbenzene), C(C1=CC=CC=C1)Br (benzyl bromide). Solvent: O1CCCC1 (tetrahydrofuran), O1CCCC1 (tetrahydrofuran). Reaction conditions: time 20 minute. Yields the product C(C1=CC=CC=C1)C1=C(C(=C(C(=C1C)OC)C)C)OC (1-benzyl-2,5-dimethoxy-3,4,6-trimethylbenzene). Isolated yield 82.6%. Reaction SMILES: C([Li])CCC.CCCCCC.Br[C:13]1[C:18]([CH3:19])=[C:17]([O:20][CH3:21])[C:16]([CH3:22])=[C:15]([CH3:23])[C:14]=1[O:24][CH3:25].[CH2:26](Br)[C:27]1[CH:32]=[CH:31][CH:30]=[CH:29][CH:28]=1>O1CCCC1>[CH2:26]([C:13]1[C:18]([CH3:19])=[C:17]([O:20][CH3:21])[C:16]([CH3:22])=[C:15]([CH3:23])[C:14]=1[O:24][CH3:25])[C:27]1[CH:32]=[CH:31][CH:30]=[CH:29][CH:28]=1. Procedure details: A 24.1 ml (38.6 mmole) of n-butyllithium.hexane solution was added dropwise to 10.0 g (38.6 mmole) of 1-bromo-2,5-dimethoxy-3,4,6-trimethylbenzene dissolved in anhydrous tetrahydrofuran (100 ml), under an atmosphere of argon at -40° C. over the period of 10 minutes, followed by stirring for another 20 minutes. Then, 3.32 g (38.6×0.6 mmole) of cuprous bromide was added, followed by stirring at -40° to -20° C. for 1 hour. After addition of a solution of 6.60 g (38.6 mmole) of benzyl bromide in tet...